Task: describe an organic reaction: reactants, conditions, products, and yield. Dataset: the Open Reaction Database (ORD), a public repository of structured organic reaction records Starting materials: O1C=CC(C=C1)=O (4-pyrone), C(C)(C)(C)N (t-butylamine). Yields the product C(C)(C)(C)N1C=CC(C=C1)=O (1-t-butyl-4-pyridone). Reaction SMILES: O1[CH:6]=[CH:5][C:4](=[O:7])[CH:3]=[CH:2]1.[C:8]([NH2:12])([CH3:11])([CH3:10])[CH3:9]>>[C:8]([N:12]1[CH:6]=[CH:5][C:4](=[O:7])[CH:3]=[CH:2]1)([CH3:11])([CH3:10])[CH3:9]. Procedure details: The starting material may be prepared as follows: A solution of 4-pyrone (730 mg.) in t-butylamine (3.0 ml.) was set aside for 3 days. The excess t-butylamine was evaporated under reduced pressure and the residue was purified by chromatography on Kieselgel 60 (20 g.) eluting with methylene chloride/MeOH 100:0 to 90:10 v/v to give 1-t-butyl-4-pyridone (530 mg.) N.m.r. in solvent A:-1.55(s, 9H); 6.4(d, 2H); 7.6(d, 2H). This material was chlorinated as described in the second part of Example 56 to ...